From a dataset of the Open Reaction Database (ORD), a public repository of structured organic reaction records. describe an organic reaction: reactants, conditions, products, and yield The reactants are C[Al](C)C, COc1ccc(CN)c(OC)c1, O=C1OCCc2nc(-c3ccc(Cl)cc3)sc21, ClCCl. The product is COc1ccc(CNC(=O)c2sc(-c3ccc(Cl)cc3)nc2CCO)c(OC)c1. Reaction SMILES: [CH3:13][Al:14]([CH3:15])[CH3:16].[CH3:1][O:2][c:3]1[c:4]([CH2:5][NH2:6])[cH:7][cH:8][c:9]([O:11][CH3:12])[cH:10]1.[Cl:17][c:18]1[cH:19][cH:20][c:21](-[c:24]2[s:25][c:26]3[c:27]([n:28]2)[CH2:29][CH2:30][O:31][C:32]3=[O:33])[cH:22][cH:23]1.[Cl:34][CH2:35][Cl:36]>>[CH3:1][O:2][c:3]1[c:4]([CH2:5][NH:6][C:32]([c:26]2[s:25][c:24](-[c:21]3[cH:20][cH:19][c:18]([Cl:17])[cH:23][cH:22]3)[n:28][c:27]2[CH2:29][CH2:30][OH:31])=[O:33])[cH:7][cH:8][c:9]([O:11][CH3:12])[cH:10]1. The reactants are CCOC(C)=O, CC(=O)O, O=[N+]([O-])c1cc(C(F)(F)F)c(Cl)cc1O, [Fe], O. The product is Nc1cc(C(F)(F)F)c(Cl)cc1O. As a reaction SMILES: [CH3:16][CH2:17][O:18][C:19](=[O:20])[CH3:21].[CH3:22][C:23](=[O:24])[OH:25].[Cl:1][c:2]1[c:3]([C:12]([F:13])([F:14])[F:15])[cH:4][c:5]([N+:9]([O-:10])=[O:11])[c:6]([OH:8])[cH:7]1.[Fe:26].[OH2:27]>>[Cl:1][c:2]1[c:3]([C:12]([F:13])([F:14])[F:15])[cH:4][c:5]([NH2:9])[c:6]([OH:8])[cH:7]1. Reaction conditions: temperature 100 celsius. The yield is 88.9%. As a reaction SMILES: C(=O)([O-])[O-].[K+].[K+].F[C:8]1[CH:13]=[C:12]([F:14])[CH:11]=[CH:10][C:9]=1[C:15]([C:17]1[CH:22]=[CH:21][C:20]([O:23][CH3:24])=[CH:19][C:18]=1[OH:25])=[O:16].O>CN(C)C=O>[F:14][C:12]1[CH:13]=[CH:8][C:9]2[C:15](=[O:16])[C:17]3[C:18]([O:25][C:10]=2[CH:11]=1)=[CH:19][C:20]([O:23][CH3:24])=[CH:21][CH:22]=3 |f:0.1.2|. Starting materials: C([O-])([O-])=O.[K+].[K+] (potassium carbonate), FC1=C(C=CC(=C1)F)C(=O)C1=C(C=C(C=C1)OC)O ((2,4-difluoro-phenyl)-(2-hydroxy-4-methoxy-phenyl)-methanone), O (water). Yields the product FC=1C=CC=2C(C3=CC=C(C=C3OC2C1)OC)=O (3-Fluoro-6-methoxy-xanthen-9-one). Solvent: CN(C=O)C (N,N-dimethylformamide). Procedure: A mixture of potassium carbonate (2.13 g, 15.4 mmol) and (2,4-difluoro-phenyl)-(2-hydroxy-4-methoxy-phenyl)-methanone (3.4 g, 12.9 mmol) in N,N-dimethylformamide (50 mL) was heated at 100° C. for 2 h. The mixture was cooled and poured into water (˜150 mL). A solid was collected by filtration, washed with water, and dried in vacuo to give the title compound (2.8 g), which was used without purification in the subsequent step. MS: m/z 244.9 (MH+). 1H NMR (CDCl3): δ 3.94 (s, 1H), 6.88 (d, 1H, J=2.4 ... Starting materials: C(C)(=O)N1OCC(N(C1C1=CC=CC=C1)CO)=O (2-acetyl-3-phenyl-4-hydroxymethyl-tetrahydro-1,2,4-oxadiazin-5-one), O1CCCC1 (tetrahydrofurane), C(C)(=O)Cl (acetyl chloride). The solvent is C(C)N(CC)CC (triethyl amine). Conditions: temperature 0 celsius, time 2 hour. Yields the product C(C)(=O)N1OCC(N(C1C1=CC=CC=C1)COC(C)=O)=O (2-acetyl- 3-phenyl-4-acetoxymethyl-tetrahydro-1,2,4-oxadiazin-5-one). The yield is 77.0%. Reaction SMILES: [C:1]([N:4]1[CH:9]([C:10]2[CH:15]=[CH:14][CH:13]=[CH:12][CH:11]=2)[N:8]([CH2:16][OH:17])[C:7](=[O:18])[CH2:6][O:5]1)(=[O:3])[CH3:2].[O:19]1CC[CH2:21][CH2:20]1.C(Cl)(=O)C>C(N(CC)CC)C>[C:1]([N:4]1[CH:9]([C:10]2[CH:15]=[CH:14][CH:13]=[CH:12][CH:11]=2)[N:8]([CH2:16][O:17][C:20](=[O:19])[CH3:21])[C:7](=[O:18])[CH2:6][O:5]1)(=[O:3])[CH3:2]. Reported procedure: To a solution of 1.0 g. (4 mmoles) of 2-acetyl-3-phenyl-4-hydroxymethyl-tetrahydro-1,2,4-oxadiazin-5-one in 10 ml. of dry tetrahydrofurane 0.72 ml. of dry triethyl amine are added. The solution is cooled to 0° C. and 0.36 ml. (0.40 g., 5 mmoles) of acetyl chloride are added dropwise at this temperature. The mixture is stirred at room temperature for two hours, the precipitated triethyl amine hydrochloride is filtered off and the filtrate is evaporated to dryness. The residue is dissolved in 10 m... The product is O=C1NCCc2cc(OCc3cccc(F)c3)ccc21. Reactants: O=C([O-])[O-], CN(C)C=O, Fc1cccc(CBr)c1, [K+], [K+], O, O=C1NCCc2cc(O)ccc21. Reaction SMILES: [C:22](=[O:23])([O-:24])[O-:25].[CH3:28][N:29]([CH3:30])[CH:31]=[O:32].[F:13][c:14]1[cH:15][c:16]([CH2:17][Br:18])[cH:19][cH:20][cH:21]1.[K+:26].[K+:27].[OH2:33].[OH:1][c:2]1[cH:3][c:4]2[c:9]([cH:10][cH:11]1)[C:8](=[O:12])[NH:7][CH2:6][CH2:5]2>>[O:1]([c:2]1[cH:3][c:4]2[c:9]([cH:10][cH:11]1)[C:8](=[O:12])[NH:7][CH2:6][CH2:5]2)[CH2:17][c:16]1[cH:15][c:14]([F:13])[cH:21][cH:20][cH:19]1. The reactants are FC1=C(C=CC=C1F)[C@@H]1CC[C@H](CC1)C=O (trans-4-(2,3-difluorophenyl)cyclohexanecarbaldehyde), [H-].[Na+] (sodium hydride), COC(=O)CP(=O)(OC)OC (trimethyl phosphonoacetate), [H][H] (hydrogen). The solvent is C(OC)COC (dimethoxyethane), O (Water). Run at time 8 hour. Product: COC(=O)C=C[C@@H]1CC[C@H](CC1)C1=C(C(=CC=C1)F)F (1-[trans-4-(2-methoxycarbonylvinyl)cyclohexyl]-2,3-difluorobenzene). Yield: 97.1%. As a reaction SMILES: [H-].[Na+].[CH3:3][O:4][C:5]([CH2:7]P(OC)(OC)=O)=[O:6].[H][H].[F:16][C:17]1[C:22]([F:23])=[CH:21][CH:20]=[CH:19][C:18]=1[C@H:24]1[CH2:29][CH2:28][C@H:27]([CH:30]=O)[CH2:26][CH2:25]1>O.C(COC)OC>[CH3:3][O:4][C:5]([CH:7]=[CH:30][C@H:27]1[CH2:26][CH2:25][C@H:24]([C:18]2[CH:19]=[CH:20][CH:21]=[C:22]([F:23])[C:17]=2[F:16])[CH2:29][CH2:28]1)=[O:6] |f:0.1|. Reported procedure: First, 2 g of 60% sodium hydride and 80 ml of dimethoxyethane were placed in a 200 ml flask whose content was replaced with argon. Then, 9.1 g of trimethyl phosphonoacetate was added dropwise to the reaction mixture under ice water cooling. The resultant reaction mixture was allowed to warm to room temperature and stirred until the generation of hydrogen stopped. Then, 11.2 g of trans-4-(2,3-difluorophenyl)cyclohexanecarbaldehyde was added dropwise to the reaction mixture under ice water cooling...